From a dataset of the Open Reaction Database (ORD), a public repository of structured organic reaction records. describe an organic reaction: reactants, conditions, products, and yield Reactants: CCOc1cc(C(=O)O)cc(OCC)c1-c1ccc(C(=O)OC)cc1, Cl, Cl, NC(=O)c1ccc(-c2ccc3c(c2)C(=O)CC2(CCNCC2)O3)nc1, CN(C)C=O, O, On1nnc2ccccc21. The product is CCOc1cc(C(=O)N2CCC3(CC2)CC(=O)c2cc(-c4ccc(C(N)=O)cn4)ccc2O3)cc(OCC)c1-c1ccc(C(=O)OC)cc1. RXN SMILES: [CH2:38]([CH3:39])[O:40][c:41]1[c:42](-[c:53]2[cH:54][cH:55][c:56]([C:59](=[O:60])[O:61][CH3:62])[cH:57][cH:58]2)[c:43]([O:50][CH2:51][CH3:52])[cH:44][c:45]([C:47](=[O:48])[OH:49])[cH:46]1.[ClH:11].[ClH:12].[O:13]=[C:14]1[CH2:15][C:16]2([O:17][c:18]3[cH:19][cH:20][c:21](-[c:24]4[n:25][cH:26][c:27]([C:28](=[O:29])[NH2:30])[cH:31][cH:32]4)[cH:22][c:23]31)[CH2:33][CH2:34][NH:35][CH2:36][CH2:37]2.[O:64]=[CH:65][N:66]([CH3:67])[CH3:68].[OH2:63].[OH:1][n:2]1[c:3]2[c:4]([cH:5][cH:6][cH:7][cH:8]2)[n:9][n:10]1>>[O:13]=[C:14]1[CH2:15][C:16]2([O:17][c:18]3[cH:19][cH:20][c:21](-[c:24]4[n:25][cH:26][c:27]([C:28](=[O:29])[NH2:30])[cH:31][cH:32]4)[cH:22][c:23]31)[CH2:33][CH2:34][N:35]([C:47]([c:45]1[cH:44][c:43]([O:50][CH2:51][CH3:52])[c:42](-[c:53]3[cH:54][cH:55][c:56]([C:59](=[O:60])[O:61][CH3:62])[cH:57][cH:58]3)[c:41]([O:40][CH2:38][CH3:39])[cH:46]1)=[O:48])[CH2:36][CH2:37]2.